Dataset: the Open Reaction Database (ORD), a public repository of structured organic reaction records. Task: describe an organic reaction: reactants, conditions, products, and yield Reactants: CCC(=O)OCOC(=O)NCC(=O)OCC(OC)OC, ClCCl, O=C(O)C(F)(F)F. The product is CCC(=O)OCOC(=O)NCC(=O)OCC=O. RXN SMILES: [CH3:1][O:2][CH:3]([CH2:4][O:5][C:6](=[O:7])[CH2:8][NH:9][C:10]([O:11][CH2:12][O:13][C:14]([CH2:15][CH3:16])=[O:17])=[O:18])[O:19][CH3:20].[Cl:28][CH2:29][Cl:30].[F:21][C:22]([F:23])([F:24])[C:25]([OH:26])=[O:27]>>[O:2]=[CH:3][CH2:4][O:5][C:6](=[O:7])[CH2:8][NH:9][C:10]([O:11][CH2:12][O:13][C:14]([CH2:15][CH3:16])=[O:17])=[O:18]. The reactants are C(=O)N1CCC(=CC2=C1C=CC(=C2)C2=CC=C(C=C2)N2CCOCC2)C(=O)OC (methyl 1-formyl-7-(4-morpholinophenyl)-2,3-dihydro-1H-1-benzazepine-4-carboxylate), [OH-].[Na+] (sodium hydroxide). The solvent is CO (methanol), C1CCOC1 (THF). Run at time 8 hour. Product: C(=O)N1CCC(=CC2=C1C=CC(=C2)C2=CC=C(C=C2)N2CCOCC2)C(=O)O (1-formyl-7-(4-morpholinophenyl)-2,3-dihydro-1H-1-benzazepine-4-carboxylic acid). The yield is 96.7%. RXN SMILES: [CH:1]([N:3]1[C:9]2[CH:10]=[CH:11][C:12]([C:14]3[CH:19]=[CH:18][C:17]([N:20]4[CH2:25][CH2:24][O:23][CH2:22][CH2:21]4)=[CH:16][CH:15]=3)=[CH:13][C:8]=2[CH:7]=[C:6]([C:26]([O:28]C)=[O:27])[CH2:5][CH2:4]1)=[O:2].[OH-].[Na+]>CO.C1COCC1>[CH:1]([N:3]1[C:9]2[CH:10]=[CH:11][C:12]([C:14]3[CH:15]=[CH:16][C:17]([N:20]4[CH2:21][CH2:22][O:23][CH2:24][CH2:25]4)=[CH:18][CH:19]=3)=[CH:13][C:8]=2[CH:7]=[C:6]([C:26]([OH:28])=[O:27])[CH2:5][CH2:4]1)=[O:2] |f:1.2|. Reported procedure: In methanol (250 ml) and THF (250 ml) was dissolved methyl 1-formyl-7-(4-morpholinophenyl)-2,3-dihydro-1H-1-benzazepine-4-carboxylate (3.54 g). To the solution was added 1N sodium hydroxide solution (90 ml), and the mixture was stirred at room temperature overnight and concentrated. To the mixture was added water, and the mixture was neutralized with 1N hydrochloric acid and extracted with ethyl acetate. The organic layer was dried with anhydrous magnesium sulfate, and the solvent was evaporated...